This data is from the Open Reaction Database (ORD), a public repository of structured organic reaction records. The task is: describe an organic reaction: reactants, conditions, products, and yield Reactants: CC1=C(C=CC=C1)S(=O)(=O)NC1CC2=C(SC=C2)CC1 (5-[(2-methylphenyl)sulfonylamino]-4,5,6,7-tetrahydrobenzo[b]thiophene), ice water, C1(CCC(=O)O1)=O (succinic anhydride), [Cl-].[Al+3].[Cl-].[Cl-] (aluminum chloride). Solvent: ClC(C)Cl (dichloroethane). Conditions: time 3 hour. Yields the product C(=O)(O)CCC(=O)C1=CC2=C(S1)CCC(C2)NS(=O)(=O)C2=C(C=CC=C2)C (2-(3-carboxypropionyl)-5-[(2-methylphenyl)sulfonylamino]-4,5,6,7-tetrahydrobenzo[b]thiophene). Yield: 116.3%. RXN SMILES: [CH3:1][C:2]1[CH:7]=[CH:6][CH:5]=[CH:4][C:3]=1[S:8]([NH:11][CH:12]1[CH2:20][CH2:19][C:15]2[S:16][CH:17]=[CH:18][C:14]=2[CH2:13]1)(=[O:10])=[O:9].[C:21]1(=[O:27])[O:26][C:24](=[O:25])[CH2:23][CH2:22]1.[Cl-].[Al+3].[Cl-].[Cl-]>ClC(Cl)C>[C:24]([CH2:23][CH2:22][C:21]([C:17]1[S:16][C:15]2[CH2:19][CH2:20][CH:12]([NH:11][S:8]([C:3]3[CH:4]=[CH:5][CH:6]=[CH:7][C:2]=3[CH3:1])(=[O:9])=[O:10])[CH2:13][C:14]=2[CH:18]=1)=[O:27])([OH:26])=[O:25] |f:2.3.4.5|. Procedure details: To 2.25 g of 5-[(2-methylphenyl)sulfonylamino]-4,5,6,7-tetrahydrobenzo[b]thiophene and 1.61 g of succinic anhydride suspended in 25 ml of dichloroethane was added 4.39 g of anhydrous aluminum chloride under ice cooling, and the mixture was stirred at room temperature for 3 hours. The reaction mixture was poured into ice water and extracted with ethyl acetate. After the resulting organic layer was washed and dried, the solvent was removed to obtain 3.47 g of 2-(3-carboxypropionyl)-5-[(2-methylphe...